This data is from the Open Reaction Database (ORD), a public repository of structured organic reaction records. The task is: describe an organic reaction: reactants, conditions, products, and yield Starting materials: Cc1nc(NC(=O)OC(C)(C)C)sc1C(=O)O, O=C([O-])O, CN(C)C=O, [H-], CI, [Na+], [Na+]. The product is Cc1nc(N(C)C(=O)OC(C)(C)C)sc1C(=O)O. Reaction SMILES: [C:1]([CH3:2])([CH3:3])([CH3:4])[O:5][C:6](=[O:7])[NH:8][c:9]1[s:10][c:11]([C:15](=[O:16])[OH:17])[c:12]([CH3:14])[n:13]1.[C:22](=[O:23])([OH:24])[O-:25].[CH3:27][N:28]([CH3:29])[CH:30]=[O:31].[H-:18].[I:20][CH3:21].[Na+:19].[Na+:26]>>[C:1]([CH3:2])([CH3:3])([CH3:4])[O:5][C:6](=[O:7])[N:8]([c:9]1[s:10][c:11]([C:15](=[O:16])[OH:17])[c:12]([CH3:14])[n:13]1)[CH3:22]. Reactants: CCOC(C)=O, OCCCOCc1ccccc1, CS(=O)(=O)OCCCCCCCCCCCCCCCCCCc1ccc(I)cc1, CN(C)C=O, CCCCCC, [H-], [Na+]. Reaction SMILES: [C:50]([O:51][CH2:52][CH3:53])(=[O:54])[CH3:55].[CH2:1]([c:2]1[cH:3][cH:4][cH:5][cH:6][cH:7]1)[O:8][CH2:9][CH2:10][CH2:11][OH:12].[CH3:13][S:14]([O:15][CH2:18][CH2:19][CH2:20][CH2:21][CH2:22][CH2:23][CH2:24][CH2:25][CH2:26][CH2:27][CH2:28][CH2:29][CH2:30][CH2:31][CH2:32][CH2:33][CH2:34][CH2:35][c:36]1[cH:37][cH:38][c:39]([I:42])[cH:40][cH:41]1)(=[O:16])=[O:17].[CH3:45][N:46]([CH3:47])[CH:48]=[O:49].[CH3:56][CH2:57][CH2:58][CH2:59][CH2:60][CH3:61].[H-:43].[Na+:44]>>[CH2:1]([c:2]1[cH:3][cH:4][cH:5][cH:6][cH:7]1)[O:8][CH2:9][CH2:10][CH2:11][O:12][CH2:18][CH2:19][CH2:20][CH2:21][CH2:22][CH2:23][CH2:24][CH2:25][CH2:26][CH2:27][CH2:28][CH2:29][CH2:30][CH2:31][CH2:32][CH2:33][CH2:34][CH2:35][c:36]1[cH:37][cH:38][c:39]([I:42])[cH:40][cH:41]1. The product is Ic1ccc(CCCCCCCCCCCCCCCCCCOCCCOCc2ccccc2)cc1. Starting materials: C(#N)C1=CC=NC=C1 (4-cyanopyridine), C(C1=CC=CC=C1)(=O)C1=CC=CC=C1 (benzophenone), C(C)(=O)O (acetic acid), [Mg] (magnesium). Solvent: C(C)(C)O (iso-propanol). Reaction conditions: time 4 hour. The product is N1=CC=C(C=C1)C(O)(C1=CC=CC=C1)C1=CC=CC=C1 (4-Pyridyl Diphenyl Carbinol). RXN SMILES: C([C:3]1[CH:8]=[CH:7][N:6]=[CH:5][CH:4]=1)#N.[C:9]([C:17]1[CH:22]=[CH:21][CH:20]=[CH:19][CH:18]=1)(=[O:16])[C:10]1[CH:15]=[CH:14][CH:13]=[CH:12][CH:11]=1.C(O)(=O)C.[Mg]>C(O)(C)C>[N:6]1[CH:7]=[CH:8][C:3]([C:9]([C:17]2[CH:22]=[CH:21][CH:20]=[CH:19][CH:18]=2)([C:10]2[CH:15]=[CH:14][CH:13]=[CH:12][CH:11]=2)[OH:16])=[CH:4][CH:5]=1. Procedure details: To a solution of 4-cyanopyridine (5.2 g, 0.05 mole) and benzophenone (9.1 g, 0.05 mole) in iso-propanol was added acetic acid (6.0 g, 0.1 mole) and magnesium metal (1.2 g, 0.05 mole). The resulting mixture was stirred at room temperature for 4 h. The precipitated product was filtered and washed with acetone, and upon analysis found to be 4-pyridyl diphenyl carbinol. The reactants are ice water, ClC=1C=C(C=CC1F)CCNC(C(F)(F)F)=O (N-[2-(3-Chloro-4-fluoro-phenyl)-ethyl]-2,2,2-trifluoro-acetamide), C=O (paraformaldehyde), C(C)(=O)O (acetic acid). Run in S(O)(O)(=O)=O (sulfuric acid). Reaction conditions: time 16 hour. The product is ClC=1C=C2CCN(CC2=CC1F)C(C(F)(F)F)=O (1-(6-Chloro-7-fluoro-3,4-dihydro-1H-isoquinolin-2-yl)-2,2,2-trifluoro-ethanone). As a reaction SMILES: [Cl:1][C:2]1[CH:3]=[C:4]([CH2:9][CH2:10][NH:11][C:12](=[O:17])[C:13]([F:16])([F:15])[F:14])[CH:5]=[CH:6][C:7]=1[F:8].C=O.[C:20](O)(=O)C>S(=O)(=O)(O)O>[Cl:1][C:2]1[CH:3]=[C:4]2[C:5](=[CH:6][C:7]=1[F:8])[CH2:20][N:11]([C:12](=[O:17])[C:13]([F:14])([F:15])[F:16])[CH2:10][CH2:9]2. Procedure details: N-[2-(3-Chloro-4-fluoro-phenyl)-ethyl]-2,2,2-trifluoro-acetamide (400 mg, 1.48 mmol) and paraformaldehyde (89 mg, 2.96 mmol) were added sequentially at 0° C. to a solution of acetic acid (3 mL) in sulfuric acid (2 mL). After stirring of the reaction mixture at room temperature for 16 hours, the clear colorless solution was poured into ice-water (20 mL). The mixture was extracted with EtOAc (2×30 mL) and the organic layer was washed with satd. aq. NaHCO3 (20 mL), H2O (2×25 mL), dried over anhy. N... Reactants: BrC1=CC=C(C=C1)C=1ON=C2C1C=CC=C2C ((4-bromophenyl)-7-methyl-2,1-benzisoxazole), BrN1C(CCC1=O)=O (N-bromosuccinimide). The reagents and catalysts are C(C1=CC=CC=C1)(=O)OOC(C1=CC=CC=C1)=O (dibenzoyl peroxide). Solvent: C(Cl)(Cl)(Cl)Cl (carbon tetrachloride). Yields the product BrCC1=CC=CC2=C(ON=C21)C2=CC=C(C=C2)Br (7-(Bromomethyl)-3-(4-bromophenyl)-2,1-benzisoxazole). Yield: 72.4%. RXN SMILES: [Br:1][C:2]1[CH:7]=[CH:6][C:5]([C:8]2[O:9][N:10]=[C:11]3[C:16]([CH3:17])=[CH:15][CH:14]=[CH:13][C:12]=23)=[CH:4][CH:3]=1.[Br:18]N1C(=O)CCC1=O>C(Cl)(Cl)(Cl)Cl.C(OOC(=O)C1C=CC=CC=1)(=O)C1C=CC=CC=1>[Br:18][CH2:17][C:16]1[C:11]2[C:12](=[C:8]([C:5]3[CH:4]=[CH:3][C:2]([Br:1])=[CH:7][CH:6]=3)[O:9][N:10]=2)[CH:13]=[CH:14][CH:15]=1. Reported procedure: A mixture of 6.4 g (0.0222 mole) of (4-bromophenyl)-7-methyl-2,1-benzisoxazole, 4.0 g (0.0225 mole) of N-bromosuccinimide and 0.1 g of dibenzoyl peroxide in 250 ml of carbon tetrachloride was heated at reflux for 3 hr under flood light illumination and an argon atmosphere, and filtered while still hot. The filtrate was washed twice with 200 ml portions of 10% sodium bicarbonate solution and twice with 200 ml portions of water and dried over sodium sulfate. The sodium sulfate was removed by filtr... Reactants: ice, CN (methylamine), C(=S)=S (carbon disulfide), [OH-].[Na+] (sodium hydroxide), ice water, OO (Hydrogen peroxide). Solvent: Hexanes, CCCCCCC (heptane), C(C)(=O)O (acetic acid), C1CCOC1 (THF), O (water). Conditions: temperature 0 celsius, time 30 minute. Yields the product CNC(SSC(NC)=S)=S (Dimethylthiuram Disulfide). Isolated yield 97.0%. As a reaction SMILES: [OH-].[Na+].[CH3:3][NH2:4].[C:5](=[S:7])=[S:6].OO>O.CCCCCCC.C(O)(=O)C.C1COCC1>[CH3:3][NH:4][C:5](=[S:7])[S:6][S:6][C:5](=[S:7])[NH:4][CH3:3] |f:0.1|. Procedure details: In a 4-litter bottle equipped with a mechanical stirrer, sodium hydroxide (80 g, 2 mol) was dissolved in water (500 mL) and the solution was cooled to 0° C. (ice-water bath). THF (200 mL), methylamine (40% in water, 170 mL, 2 mol) and carbon disulfide (120 mL, 2 mol) were added and the mixture as stirred at 0° C. for 30 minutes. Crushed ice (1.5 kg) was added, followed by glacial acetic acid (300 mL). Hydrogen peroxide (30%, 100 mL, 1 mol) was added dropwise over 10 minutes with temperature main... The reactants are O=C([O-])[O-], CN(C)CCCCl, Cl, [Cs+], [Cs+], CN(C)C=O, O, OCc1cccc(O)c1. Yields the product CN(C)CCCOc1cccc(CO)c1. As a reaction SMILES: [C:1](=[O:2])([O-:3])[O-:4].[Cl:17][CH2:18][CH2:19][CH2:20][N:21]([CH3:22])[CH3:23].[ClH:16].[Cs+:5].[Cs+:6].[O:25]=[CH:26][N:27]([CH3:28])[CH3:29].[OH2:24].[OH:7][CH2:8][c:9]1[cH:10][c:11]([OH:15])[cH:12][cH:13][cH:14]1>>[OH:7][CH2:8][c:9]1[cH:10][c:11]([O:15][CH2:18][CH2:19][CH2:20][N:21]([CH3:22])[CH3:23])[cH:12][cH:13][cH:14]1. Reactants: CO, COc1cc(OC)c(C#N)cc1F, Cl, [Na+], [OH-]. The product is COc1cc(OC)c(C(=O)O)cc1F. RXN SMILES: [CH3:17][OH:18].[CH3:1][O:2][c:3]1[c:4]([C:5]#[N:6])[cH:7][c:8]([F:13])[c:9]([O:11][CH3:12])[cH:10]1.[ClH:16].[Na+:15].[OH-:14]>>[CH3:1][O:2][c:3]1[c:4]([C:5](=[O:14])[OH:18])[cH:7][c:8]([F:13])[c:9]([O:11][CH3:12])[cH:10]1. Reactants: Oc1c(Cl)cc(OCC=C(Cl)Cl)cc1Cl, OCCCOCC=C(Cl)Cl, CC(C)OC(=O)N=NC(=O)OC(C)C, C1CCOC1, c1ccc(P(c2ccccc2)c2ccccc2)cc1. Product: ClC(Cl)=CCOCCCOc1c(Cl)cc(OCC=C(Cl)Cl)cc1Cl. As a reaction SMILES: [Cl:11][c:12]1[c:13]([OH:25])[c:14]([Cl:24])[cH:15][c:16]([O:18][CH2:19][CH:20]=[C:21]([Cl:22])[Cl:23])[cH:17]1.[Cl:1][C:2](=[CH:3][CH2:4][O:5][CH2:6][CH2:7][CH2:8][OH:9])[Cl:10].[O:45]=[C:46]([O:47][CH:48]([CH3:49])[CH3:50])[N:51]=[N:52][C:53]([O:54][CH:55]([CH3:56])[CH3:57])=[O:58].[O:59]1[CH2:60][CH2:61][CH2:62][CH2:63]1.[c:26]1([P:27]([c:28]2[cH:29][cH:30][cH:31][cH:32][cH:33]2)[c:34]2[cH:35][cH:36][cH:37][cH:38][cH:39]2)[cH:40][cH:41][cH:42][cH:43][cH:44]1>>[Cl:1][C:2](=[CH:3][CH2:4][O:5][CH2:6][CH2:7][CH2:8][O:9][c:13]1[c:12]([Cl:11])[cH:17][c:16]([O:18][CH2:19][CH:20]=[C:21]([Cl:22])[Cl:23])[cH:15][c:14]1[Cl:24])[Cl:10]. The reactants are O[C@H](C[C@H](OC1=CC=C(C=C1)C1=CC=C(C#N)C=C1)C)C ((R,S)-4-[4'-(3"-hydroxy-1"-methylbutoxy)phenyl]benzonitrile), C(C)(=O)OC(C)=O (acetic anhydride), Cl (hydrochloric acid). The solvent is N1=CC=CC=C1 (pyridine). Run at temperature 100 celsius, time 1 hour. Product: C(C)(=O)O[C@H](C[C@H](OC1=CC=C(C=C1)C1=CC=C(C#N)C=C1)C)C ((R,S)-4-[4'-(3"-acetoxy-1"-methylbutoxy)phenyl]benzonitrile). The yield is 82.0%. As a reaction SMILES: [OH:1][C@@H:2]([CH3:21])[CH2:3][C@@H:4]([CH3:20])[O:5][C:6]1[CH:11]=[CH:10][C:9]([C:12]2[CH:19]=[CH:18][C:15]([C:16]#[N:17])=[CH:14][CH:13]=2)=[CH:8][CH:7]=1.[C:22](OC(=O)C)(=[O:24])[CH3:23].Cl>N1C=CC=CC=1>[C:22]([O:1][C@@H:2]([CH3:21])[CH2:3][C@@H:4]([CH3:20])[O:5][C:6]1[CH:11]=[CH:10][C:9]([C:12]2[CH:19]=[CH:18][C:15]([C:16]#[N:17])=[CH:14][CH:13]=2)=[CH:8][CH:7]=1)(=[O:24])[CH3:23]. Reported procedure: 2.81 g of the (R,S)-4-[4'-(3"-hydroxy-1"-methylbutoxy)phenyl]benzonitrile prepared in the above Example 1 was mixed with 5.10 g of acetic anhydride and 0.3 g of pyridine. The mixture was stirred at 100° C. for one hour. After cooling, the reaction mixture was carefully poured into 50 ml of 2N hydrochloric acid and extracted with diethyl ether. After washing with water, drying and desolvating, the obtained residue was purified by silica gel column chromatography with the use of a mixture of n-hex...